The task is: describe an organic reaction: reactants, conditions, products, and yield. This data is from the Open Reaction Database (ORD), a public repository of structured organic reaction records. Reaction conditions: time 16 hour. Reaction SMILES: [ClH:1].Cl.[C:3]([C:6]1[CH:15]=[CH:14][CH:13]=[C:12]2[C:7]=1[CH2:8][CH2:9][CH2:10][C:11]2=O)(=[NH:5])[NH2:4].Cl.[NH2:18][N:19]1[CH2:23][CH2:22][N:21]=[C:20]1[NH2:24]>C(O)(C)C>[ClH:1].[ClH:1].[C:3]([C:6]1[CH:15]=[CH:14][CH:13]=[C:12]2[C:7]=1[CH2:8][CH2:9][CH2:10][C:11]2=[N:18][N:19]1[CH2:23][CH2:22][N:21]=[C:20]1[NH2:24])(=[NH:5])[NH2:4] |f:1.2,3.4,6.7.8|. Run in C(C)(C)O (iso-propanol). Procedure: 0.2 ml of 32% hydrochloric acid (Merck, Darmstadt, Germany; p.a.) is added, with stirring, to a solution of 0.25 g (0.001 mol) of 5-(amidino)-1-tetralone hydrochloride and 0.136 g (0.001 mol) of 1,2-diamino-4,5-dihydro-imidazole hydrochloride in 5 ml of iso-propanol, and the mixture is stirred at 80°-90° C. for 16 hours. The reaction mixture is filtered while hot and the filtration product is washed with isopropanol and dried, yielding the title compound, m.p. >220° C. (decomp.), 1H-NMR (DMSO/D2... The reactants are Cl.C(N)(=N)C1=C2CCCC(C2=CC=C1)=O (5-(amidino)-1-tetralone hydrochloride), Cl.NN1C(=NCC1)N (1,2-diamino-4,5-dihydro-imidazole hydrochloride), Cl (hydrochloric acid). Product: Cl.Cl.C(N)(=N)C1=C2CCCC(C2=CC=C1)=NN1C(=NCC1)N (1-[5-(Amidino)-tetralin-1-ylideneamino]-2-amino-4,5-dihydro-imidazole dihydrochloride). Starting materials: NC1=C(C#N)C=CC=C1O (2-amino-3-hydroxybenzonitrile), CCOC1=C(C(=O)C1=O)OCC (diethyl squarate). Solvent: C(C)O (ethanol). Product: C(C)OC=1C(C(C1NC1=C(C=CC=C1C#N)O)=O)=O (3-ethoxy-4-(2-hydroxy-6-cyanophenyl)amino-3-cyclobutene-1,2-dione). Reaction SMILES: [NH2:1][C:2]1[C:9]([OH:10])=[CH:8][CH:7]=[CH:6][C:3]=1[C:4]#[N:5].[CH3:11][CH2:12][O:13][C:14]1[C:18](=O)[C:16](=[O:17])[C:15]=1[O:20]CC>C(O)C>[CH2:12]([O:13][C:14]1[C:15](=[O:20])[C:16](=[O:17])[C:18]=1[NH:1][C:2]1[C:3]([C:4]#[N:5])=[CH:6][CH:7]=[CH:8][C:9]=1[OH:10])[CH3:11]. Reported procedure: A solution of 2-amino-3-hydroxybenzonitrile (1.00 g, 0.0075 mol) and diethyl squarate (1.10 ml, 0.0075 mol) in dry ethanol (20 ml) was heated at 85° C. for three days. During the course of the reaction, a tan precipitate forms. The solid is filtered through a Buchner funnel, washed with cold ethanol, adsorbed on silica gel, and flash chromatographed using hexane/ethyl acetate (2:1) as the eluant to give 3-ethoxy-4-(2-hydroxy-6-cyanophenyl)amino-3-cyclobutene-1,2-dione, 0.50 g (0.0019 mol, 26%). Reactants: C1(=CC=CC=C1)C=1N=C(OC1C1=CC=CC=C1)CC1C(CCCC1)=O (2-[(4,5-diphenyloxazol-2-yl)methyl]cyclohexan-1-one), BrC1=CC=C(C=C1)OC (4-bromoanisole). Solvent: O1CCCC1 (tetrahydrofuran), O1CCCC1 (tetrahydrofuran), CCCCCC.C(CCC)[Li] (n-butyllithium hexane). Reaction conditions: time 0.5 hour. Product: C1(=CC=CC=C1)C=1N=C(OC1C1=CC=CC=C1)CC1C(CCCC1)(O)C1=CC(=CC=C1)OC (2-[(4,5-diphenyloxazol-2-yl)methyl]-1-(3-methoxyphenyl)-1-cyclohexanol). Isolated yield 56.0%. Reaction SMILES: Br[C:2]1[CH:7]=[CH:6][C:5]([O:8][CH3:9])=[CH:4][CH:3]=1.[C:10]1([C:16]2[N:17]=[C:18]([CH2:27][CH:28]3[CH2:33][CH2:32][CH2:31][CH2:30][C:29]3=[O:34])[O:19][C:20]=2[C:21]2[CH:26]=[CH:25][CH:24]=[CH:23][CH:22]=2)[CH:15]=[CH:14][CH:13]=[CH:12][CH:11]=1>O1CCCC1.CCCCCC.C([Li])CCC>[C:10]1([C:16]2[N:17]=[C:18]([CH2:27][CH:28]3[CH2:33][CH2:32][CH2:31][CH2:30][C:29]3([C:7]3[CH:2]=[CH:3][CH:4]=[C:5]([O:8][CH3:9])[CH:6]=3)[OH:34])[O:19][C:20]=2[C:21]2[CH:22]=[CH:23][CH:24]=[CH:25][CH:26]=2)[CH:11]=[CH:12][CH:13]=[CH:14][CH:15]=1 |f:3.4|. Reported procedure: To a solution of 4-bromoanisole (1.00 g) in tetrahydrofuran (4 ml), n-butyllithium hexane solution (1.56M, 3.4 ml) was added at −78° C. under a flow of nitrogen. After stirring for 0.5 hour, a solution of 2-[(4,5-diphenyloxazol-2-yl)methyl]cyclohexan-1-one (1.36 g) in tetrahydrofuran (3 ml) was added below −50° C. to the reaction mixture and stirred for 0.5 hour. After usual workup, the crude product was purified by column chromatography (silica gel 50 g, eluent; hexane/ethyl acetate=9 then 4) t... Starting materials: FC1=C(C=C(C=C1)CC(=O)O)OC (4-fluoro-3-methoxyphenylacetic acid), BrBr (bromine), O (Water). Run in CC(=O)O (AcOH). Reaction conditions: time 3 hour. Yields the product BrC1=C(C=C(C(=C1)F)OC)CC(=O)O ((2-bromo-4-fluoro-5-methoxy-phenyl)-acetic acid). Isolated yield 87.1%. Reaction SMILES: [F:1][C:2]1[CH:7]=[CH:6][C:5]([CH2:8][C:9]([OH:11])=[O:10])=[CH:4][C:3]=1[O:12][CH3:13].[Br:14]Br.O>CC(O)=O>[Br:14][C:6]1[CH:7]=[C:2]([F:1])[C:3]([O:12][CH3:13])=[CH:4][C:5]=1[CH2:8][C:9]([OH:11])=[O:10]. Procedure: To a solution of 4-fluoro-3-methoxyphenylacetic acid (5.0 g, 27.1 mmol) in AcOH (20 ml) was added bromine (1.5 ml, 29.8 mmol). The mixture was stirred at room temperature for three hours. Water was added and the precipitate was isolated by filtration. The white solid was washed with water and dried to give (2-bromo-4-fluoro-5-methoxy-phenyl)-acetic acid (6.21 g, 87%).